Dataset: the Open Reaction Database (ORD), a public repository of structured organic reaction records. Task: describe an organic reaction: reactants, conditions, products, and yield Starting materials: C(C)N(CC)CCOCC(CC(=O)OCCCC1=CC=CC=C1)=O (3-phenylpropyl 4-(2-(N,N-diethylamino)ethoxy)acetoacetate), ClC=1C=C(C=O)C=CC1Cl (3,4-dichlorobenzaldehyde), Cl.C(N)(=N)C=1OC=CC1 (2-amidinofuran hydrochloride), C(O)([O-])=O.[Na+] (sodium hydrogen carbonate). Solvent: CN(C=O)C (N,N-dimethylformamide). Conditions: temperature 60 celsius. Product: ClC=1C=C(C=CC1Cl)C1N=C(NC(=C1C(=O)OCCCC1=CC=CC=C1)COCCN(CC)CC)C=1OC=CC1 (3-Phenylpropyl 4-(3,4-dichlorophenyl)-6-[(2-(N,N-diethylamino)ethoxy)methyl]-2-(2-furyl)-1,4-dihydropyrimidine-5-carboxylate). The yield is 1.9%. As a reaction SMILES: [CH2:1]([N:3]([CH2:6][CH2:7][O:8][CH2:9][C:10](=O)[CH2:11][C:12]([O:14][CH2:15][CH2:16][CH2:17][C:18]1[CH:23]=[CH:22][CH:21]=[CH:20][CH:19]=1)=[O:13])[CH2:4][CH3:5])[CH3:2].[Cl:25][C:26]1[CH:27]=[C:28]([CH:31]=[CH:32][C:33]=1[Cl:34])[CH:29]=O.Cl.[C:36]([C:39]1[O:40][CH:41]=[CH:42][CH:43]=1)(=[NH:38])[NH2:37].C(=O)([O-])O.[Na+]>CN(C)C=O>[Cl:25][C:26]1[CH:27]=[C:28]([CH:29]2[C:11]([C:12]([O:14][CH2:15][CH2:16][CH2:17][C:18]3[CH:23]=[CH:22][CH:21]=[CH:20][CH:19]=3)=[O:13])=[C:10]([CH2:9][O:8][CH2:7][CH2:6][N:3]([CH2:4][CH3:5])[CH2:1][CH3:2])[NH:38][C:36]([C:39]3[O:40][CH:41]=[CH:42][CH:43]=3)=[N:37]2)[CH:31]=[CH:32][C:33]=1[Cl:34] |f:2.3,4.5|. Reported procedure: A mixture of 3-phenylpropyl 4-(2-(N,N-diethylamino)ethoxy)acetoacetate (2.0 g, 5.96 mmol), 3,4-dichlorobenzaldehyde (1.15 g, 6.56 mmol), 2-amidinofuran hydrochloride (0.962 g, 6.56 mmol) and sodium hydrogen carbonate (0.551 g, 6.56 mmol) was stirred in N,N-dimethylformamide (10 mL) for 24 h at room temperature and then heated to 60° C. for 5 days. The DMF was removed in vacuo and ethyl acetate was added to the residue. The precipitate was removed by filtration and the filtrate was washed with wa... The reactants are C(C#CC)OC1=CC=C(C=C1)S(=O)(=O)N[C@@H](C(=O)O)C(C)(C)SCCCO ((2S)-2-({[4-(2-butynyloxy)phenyl]sulfonyl}amino)-3-[(3-hydroxypropyl)sulfanyl]-3-methylbutanoic acid), C(C)(C)(C)Br (t-butyl bromide), C([O-])([O-])=O.[K+].[K+] (potassium carbonate). The reagents and catalysts are [Cl-].C(C1=CC=CC=C1)[N+](CC)(CC)CC (benzyltriethylammonium chloride). Run in CC(=O)N(C)C (dimethylacetamide). Reaction conditions: temperature 55 celsius. Yields the product C(C#CC)OC1=CC=C(C=C1)S(=O)(=O)N[C@@H](C(=O)OC(C)(C)C)C(C)(C)SCCCO (tert-butyl (2S)-2-({[4-(2-butynyloxy)phenyl]sulfonyl}amino)-3-[(3-hydroxypropyl)sulfanyl]-3-methylbutanoate). Isolated yield 52.8%. As a reaction SMILES: [CH2:1]([O:5][C:6]1[CH:11]=[CH:10][C:9]([S:12]([NH:15][C@H:16]([C:20]([S:23][CH2:24][CH2:25][CH2:26][OH:27])([CH3:22])[CH3:21])[C:17]([OH:19])=[O:18])(=[O:14])=[O:13])=[CH:8][CH:7]=1)[C:2]#[C:3][CH3:4].[C:28](Br)([CH3:31])([CH3:30])[CH3:29].C(=O)([O-])[O-].[K+].[K+]>CC(N(C)C)=O.[Cl-].C([N+](CC)(CC)CC)C1C=CC=CC=1>[CH2:1]([O:5][C:6]1[CH:11]=[CH:10][C:9]([S:12]([NH:15][C@H:16]([C:20]([S:23][CH2:24][CH2:25][CH2:26][OH:27])([CH3:21])[CH3:22])[C:17]([O:19][C:28]([CH3:31])([CH3:30])[CH3:29])=[O:18])(=[O:14])=[O:13])=[CH:8][CH:7]=1)[C:2]#[C:3][CH3:4] |f:2.3.4,6.7|. Procedure details: To a solution of (2S)-2-({[4-(2-butynyloxy)phenyl]sulfonyl}amino)-3-[(3-hydroxypropyl)sulfanyl]-3-methylbutanoic acid from Example 171, (1 g, 2.41 mmol) in dimethylacetamide (6 mL) was added t-butyl bromide (4.16 mL, 36.2 mmol), potassium carbonate (2.66 g, 19.28 mmol), and benzyltriethylammonium chloride (82 mg, 0.36 mmol) and the resulting mixture was heated at 55° C. for 15 h. The solvent was removed and the residue was partitioned with ethylacetate and water. The organic layer was separated,... Reactants: CC(=O)OI1(C=2C=CC=CC2C(=O)O1)(OC(=O)C)OC(=O)C (Dess-Martin periodinane), COC1=CC=C(COC2=NC=CC(=C2N2CCC(CC2)O)C)C=C1 (2′-(4-Methoxybenzyloxy)-4′-methyl-3,4,5,6-tetrahydro-2H-[1,3′]bipyridinyl-4-ol). Solvent: ClCCl (dichloromethane), ClCCl (dichloromethane). Run at time 1 hour. Yields the product COC1=CC=C(COC2=NC=CC(=C2N2CCC(CC2)=O)C)C=C1 (2′-(4-Methoxybenzyloxy)-4′-methyl-2,3,5,6-tetrahydro[1,3′]bipyridinyl-4-one), solid. The yield is 86.0%. RXN SMILES: CC(OI1(OC(C)=O)(OC(C)=O)OC(=O)C2C=CC=CC1=2)=O.[CH3:23][O:24][C:25]1[CH:46]=[CH:45][C:28]([CH2:29][O:30][C:31]2[C:36]([N:37]3[CH2:42][CH2:41][CH:40]([OH:43])[CH2:39][CH2:38]3)=[C:35]([CH3:44])[CH:34]=[CH:33][N:32]=2)=[CH:27][CH:26]=1>ClCCl>[CH3:23][O:24][C:25]1[CH:26]=[CH:27][C:28]([CH2:29][O:30][C:31]2[C:36]([N:37]3[CH2:42][CH2:41][C:40](=[O:43])[CH2:39][CH2:38]3)=[C:35]([CH3:44])[CH:34]=[CH:33][N:32]=2)=[CH:45][CH:46]=1. Procedure: A stirred solution of Dess-Martin periodinane (11.61 g, 27.37 mmol) in dichloromethane (122 ml) at room temperature was treated with a solution of 2′-(4-Methoxybenzyloxy)-4′-methyl-3,4,5,6-tetrahydro-2H-[1,3′]bipyridinyl-4-ol (7.49 g, 22.81 mmol) in dichloromethane (81 ml) and the reaction mixture was stirred at room temperature. After 1 hour, the reaction mixture was washed with sat'd Na2S2O3(aq.), sat'd NaHCO3(aq.), and sat'd NaCl(aq.), dried over MgSO4, filtered, and concentrated. Elution thr... Product: COC(=O)CCCCCCCn1c(=O)n(-c2ccc(OC)cc2)c2ccccc21. The reactants are COc1ccc(CCl)cc1, COC(=O)CCCCCCCn1c(=O)[nH]c2ccccc21, [H-], [I-], [Na+], [Na+], CN(C)C=O. As a reaction SMILES: [CH3:24][O:25][c:26]1[cH:27][cH:28][c:29]([CH2:30][Cl:31])[cH:32][cH:33]1.[CH3:3][O:4][C:5]([CH2:6][CH2:7][CH2:8][CH2:9][CH2:10][CH2:11][CH2:12][n:13]1[c:14](=[O:22])[nH:15][c:16]2[c:17]1[cH:18][cH:19][cH:20][cH:21]2)=[O:23].[H-:2].[I-:35].[Na+:1].[Na+:34].[O:36]=[CH:37][N:38]([CH3:39])[CH3:40]>>[CH3:3][O:4][C:5]([CH2:6][CH2:7][CH2:8][CH2:9][CH2:10][CH2:11][CH2:12][n:13]1[c:14](=[O:22])[n:15](-[c:29]2[cH:28][cH:27][c:26]([O:25][CH3:24])[cH:33][cH:32]2)[c:16]2[c:17]1[cH:18][cH:19][cH:20][cH:21]2)=[O:23]. Starting materials: Cl.NO (hydroxylamine hydrochloride), C([O-])([O-])=O.[Na+].[Na+] (sodium carbonate), FC1=C(C=CC=C1)C1=CC=C(C=C1)C(CCC(=O)O)=O (4-(2′-fluoro-biphenyl-4-yl)-4-oxo-butyric acid). Solvent: C(C)O (ethanol). Product: FC1=C(C=CC=C1)C1=CC=C(C=C1)C(CCC(=O)O)=NO (4-(2′-fluoro-biphenyl-4-yl)-4-hydroxyimino-butyric acid). Yield: 83.2%. Reaction SMILES: [F:1][C:2]1[CH:7]=[CH:6][CH:5]=[CH:4][C:3]=1[C:8]1[CH:13]=[CH:12][C:11]([C:14](=O)[CH2:15][CH2:16][C:17]([OH:19])=[O:18])=[CH:10][CH:9]=1.Cl.[NH2:22][OH:23].C(=O)([O-])[O-].[Na+].[Na+]>C(O)C>[F:1][C:2]1[CH:7]=[CH:6][CH:5]=[CH:4][C:3]=1[C:8]1[CH:13]=[CH:12][C:11]([C:14](=[N:22][OH:23])[CH2:15][CH2:16][C:17]([OH:19])=[O:18])=[CH:10][CH:9]=1 |f:1.2,3.4.5|. Reported procedure: In a manner similar to Example 4, Step (c), 4-(2′-fluoro-biphenyl-4-yl)-4-oxo-butyric acid (1.634 g, 0.006001 mol) was allowed to react with hydroxylamine hydrochloride (0.500 g, 0.00720 mol) in the presence of sodium carbonate (0.763 g, 0.00720 mol) in absolute ethanol to give 1.434 g of 4-(2′-fluoro-biphenyl-4-yl)-4-hydroxyimino-butyric acid as a pale yellow solid; mp 150.0-151.5° C.